From a dataset of the Open Reaction Database (ORD), a public repository of structured organic reaction records. describe an organic reaction: reactants, conditions, products, and yield The reactants are CCOC(=O)Cl, Cc1ccccc1, OC1(c2cccc(Cl)c2)CCCN(Cc2ccccc2)C1. Yields the product CCOC(=O)N1CCCC(O)(c2cccc(Cl)c2)C1. RXN SMILES: [C:22]([O:23][CH2:24][CH3:25])(=[O:26])[Cl:27].[CH3:28][c:29]1[cH:30][cH:31][cH:32][cH:33][cH:34]1.[Cl:1][c:2]1[cH:3][c:4]([C:8]2([OH:21])[CH2:9][N:10]([CH2:14][c:15]3[cH:16][cH:17][cH:18][cH:19][cH:20]3)[CH2:11][CH2:12][CH2:13]2)[cH:5][cH:6][cH:7]1>>[Cl:1][c:2]1[cH:3][c:4]([C:8]2([OH:21])[CH2:9][N:10]([C:22]([O:23][CH2:24][CH3:25])=[O:26])[CH2:11][CH2:12][CH2:13]2)[cH:5][cH:6][cH:7]1. The reactants are CC=CCC1CC(=O)c2ccc(OC)cc2O1, CO, ClCCl, O=[O+][O-]. The product is COc1ccc2c(c1)OC(CC=O)CC2=O. As a reaction SMILES: [CH2:4]([CH:5]=[CH:6][CH3:7])[CH:8]1[O:9][c:10]2[cH:11][c:12]([O:19][CH3:20])[cH:13][cH:14][c:15]2[C:16](=[O:18])[CH2:17]1.[CH3:24][OH:25].[Cl:21][CH2:22][Cl:23].[O-:1][O+:2]=[O:3]>>[O:1]=[CH:5][CH2:4][CH:8]1[O:9][c:10]2[cH:11][c:12]([O:19][CH3:20])[cH:13][cH:14][c:15]2[C:16](=[O:18])[CH2:17]1.